From a dataset of the Open Reaction Database (ORD), a public repository of structured organic reaction records. describe an organic reaction: reactants, conditions, products, and yield The reactants are C1(=CC=C(C=C1)C12CC(CC2C1)=O)C (1-p-tolyl-bicyclo[3.1.0]hexan-3-one), C(C)(=O)[O-].[NH4+] (ammonium acetate), [BH3-]C#N.[Na+] (NaCNBH3), Cl (HCl), C#N (HCN). The solvent is CO (methanol). Run at temperature 60 celsius, time 2 hour. Product: Cl.C1(=CC=C(C=C1)C12CC(CC2C1)N)C (1-p-tolyl-bicyclo[3.1.0]hexan-3-amine hydrochloride), Cl.C(C)OCC (HCl diethyl ether). Reaction SMILES: [C:1]1([CH3:14])[CH:6]=[CH:5][C:4]([C:7]23[CH2:12][CH:11]2[CH2:10][C:9](=[O:13])[CH2:8]3)=[CH:3][CH:2]=1.[C:15]([O-])(=O)[CH3:16].[NH4+].[BH3-]C#[N:22].[Na+].[ClH:24].C#N>CO>[ClH:24].[C:1]1([CH3:14])[CH:6]=[CH:5][C:4]([C:7]23[CH2:12][CH:11]2[CH2:10][CH:9]([NH2:22])[CH2:8]3)=[CH:3][CH:2]=1.[ClH:24].[CH2:15]([O:13][CH2:9][CH3:10])[CH3:16] |f:1.2,3.4,8.9,10.11|. Procedure: To a solution of 1-p-tolyl-bicyclo[3.1.0]hexan-3-one (140 mg; 0.75 mmol) in methanol (30 mL) was added ammonium acetate (5.7 g; 100 equivalent) and NaCNBH3 (472 mg; 7.5 mmol). The mixture was heated to 60° C. and stirred for 2 hours. The reaction mixture was cooled to 10° C., and acidified with 1 N HCl (6 mL) taking care that the flask was vented into a bleach solution due to HCN evolution. The reaction mixture was concentrated at 30° C., and the resulting aqueous layer was diluted with H2O (10 ... The reactants are N1CCC2(CC1)CSC1=C(O2)C2=CC=CC=C2C(C1=O)=O (spiro[naphtho[1,2-b][1,4]oxathiine-2,4′-piperidine]-5,6-dione), O1C(C1)COCC=1OC=CC1 (2-[(oxiran-2-ylmethoxy)methyl]furan). Product: O1C(=CC=C1)COCC(CN1CCC2(CC1)CSC1=C(O2)C2=CC=CC=C2C(C1=O)=O)O (1′-[3-(2-furylmethoxy)-2-hydroxypropyl]spiro[naphtho[1,2-b][1,4]oxathiine-2,4′-piperidine]-5,6-dione). As a reaction SMILES: [NH:1]1[CH2:6][CH2:5][C:4]2([O:11][C:10]3[C:12]4[C:17]([C:18](=[O:21])[C:19](=[O:20])[C:9]=3[S:8][CH2:7]2)=[CH:16][CH:15]=[CH:14][CH:13]=4)[CH2:3][CH2:2]1.[O:22]1[CH2:24][CH:23]1[CH2:25][O:26][CH2:27][C:28]1[O:29][CH:30]=[CH:31][CH:32]=1>>[O:29]1[CH:30]=[CH:31][CH:32]=[C:28]1[CH2:27][O:26][CH2:25][CH:23]([OH:22])[CH2:24][N:1]1[CH2:2][CH2:3][C:4]2([O:11][C:10]3[C:12]4[C:17]([C:18](=[O:21])[C:19](=[O:20])[C:9]=3[S:8][CH2:7]2)=[CH:16][CH:15]=[CH:14][CH:13]=4)[CH2:5][CH2:6]1. Procedure details: Compound 165 was synthesized using spiro[naphtho[1,2-b][1,4]oxathiine-2,4′-piperidine]-5,6-dione, 2-[(oxiran-2-ylmethoxy)methyl]furan and conditions outlined in procedure X. M.p.=143-145° C.; LCMS: 456 [M+H]. Procedure details: 8-Chloro-[1,2,4]triazolo[1,5-a]pyrazin-2-ylamine is reacted first with 4-(4,4,5,5-tetramethyl-1,3,2-dioxaborolan-2-yl)-1H-pyrazole using general procedure 1 and then with 1-(4-chlorophenyl)-1-cyclopropanecarbonitrile following general procedure 2. The product is N1N=CC(=C1)C=1C=2N(C=CN1)N=C(N2)NC2=CC=C(C=C2)C2(CC2)C#N (1-{4-[8-(1H-pyrazol-4-yl)-[1,2,4]triazolo[1,5-a]pyrazin-2-ylamino]-phenyl}-cyclopropanecarbonitrile). Starting materials: ClC=1C=2N(C=CN1)N=C(N2)N (8-Chloro-[1,2,4]triazolo[1,5-a]pyrazin-2-ylamine), CC1(OB(OC1(C)C)C=1C=NNC1)C (4-(4,4,5,5-tetramethyl-1,3,2-dioxaborolan-2-yl)-1H-pyrazole), ClC1=CC=C(C=C1)C1(CC1)C#N (1-(4-chlorophenyl)-1-cyclopropanecarbonitrile). RXN SMILES: Cl[C:2]1[C:3]2[N:4]([N:8]=[C:9]([NH2:11])[N:10]=2)[CH:5]=[CH:6][N:7]=1.CC1(C)C(C)(C)OB([C:20]2[CH:21]=[N:22][NH:23][CH:24]=2)O1.Cl[C:27]1[CH:32]=[CH:31][C:30]([C:33]2([C:36]#[N:37])[CH2:35][CH2:34]2)=[CH:29][CH:28]=1>>[NH:23]1[CH:24]=[C:20]([C:2]2[C:3]3[N:4]([N:8]=[C:9]([NH:11][C:27]4[CH:32]=[CH:31][C:30]([C:33]5([C:36]#[N:37])[CH2:34][CH2:35]5)=[CH:29][CH:28]=4)[N:10]=3)[CH:5]=[CH:6][N:7]=2)[CH:21]=[N:22]1. The reactants are Cl (hydrochloric acid), C(C=C)OC(=O)N1C[C@@H](C[C@H]1C(C=1N2C(SC1)=CN=C2)O)O[Si](C)(C)C(C)(C)C ((3R,5S)-1-allyloxycarbonyl-3-t-butyldimethylsilyloxy-5-[1-hydroxy-1-(imidazo[5,1-b]thiazol-3-yl)methyl]pyrrolidine). The solvent is C(C)#N (acetonitrile). Run at temperature 15 celsius, time 5 minute. The product is C(C=C)OC(=O)N1C[C@@H](C[C@H]1C(C=1N2C(SC1)=CN=C2)O)O ((3R,5S)-1-allyloxycarbonyl-3-hydroxy-5-[1-hydroxy-1-(imidazo[5,1-b]thiazol-3-yl)methyl]pyrrolidine). Isolated yield 117.8%. As a reaction SMILES: Cl.[CH2:2]([O:5][C:6]([N:8]1[C@H:12]([CH:13]([OH:22])[C:14]2[N:15]3[CH:21]=[N:20][CH:19]=[C:16]3[S:17][CH:18]=2)[CH2:11][C@@H:10]([O:23][Si](C(C)(C)C)(C)C)[CH2:9]1)=[O:7])[CH:3]=[CH2:4]>C(#N)C>[CH2:2]([O:5][C:6]([N:8]1[C@H:12]([CH:13]([OH:22])[C:14]2[N:15]3[CH:21]=[N:20][CH:19]=[C:16]3[S:17][CH:18]=2)[CH2:11][C@@H:10]([OH:23])[CH2:9]1)=[O:7])[CH:3]=[CH2:4]. Procedure: Concentrated hydrochloric acid (2.0 ml) is added dropwise to a solution of 525 mg of (3R,5S)-1-allyloxycarbonyl-3-t-butyldimethylsilyloxy-5-[1-hydroxy-1-(imidazo[5,1-b]thiazol-3-yl)methyl]pyrrolidine (stereoisomer A) in 50 ml of dry acetonitrile under ice cooling (internal temperature 7° C.). The mixture is stirred in this state for 5 min, and the temperature is then raised to 15° C. over a period of 20 min. The reaction solution is concentrated to about 20 ml under reduced pressure, and the con...